From a dataset of the Open Reaction Database (ORD), a public repository of structured organic reaction records. describe an organic reaction: reactants, conditions, products, and yield The reactants are [C@@H]1([C@@H](O)[C@H](O)[C@H](O1)CO)N1C2=NC(=NC=C2N=C1)Cl (9-(β-D-Arabinofuranosyl)-chloropurine), [N-]=[N+]=[N-].[Li+] (lithium azide). The solvent is CN(C)C=O (DMF). Reaction conditions: time 2 day. Product: [C@@H]1([C@@H](O)[C@H](O)[C@H](O1)CO)N1C2=NC=NC(=C2N=C1)N=[N+]=[N-] (9-(β-D-Arabinofuranosyl)-6azidopurine). Isolated yield 36.3%. As a reaction SMILES: [C@@H:1]1([N:10]2[CH:18]=[N:17][C:16]3[C:11]2=[N:12][C:13](Cl)=[N:14][CH:15]=3)[O:7][C@H:6]([CH2:8][OH:9])[C@@H:4]([OH:5])[C@@H:2]1[OH:3].[N-:20]=[N+:21]=[N-:22].[Li+]>CN(C=O)C>[C@@H:1]1([N:10]2[CH:18]=[N:17][C:16]3[C:11]2=[N:12][CH:13]=[N:14][C:15]=3[N:20]=[N+:21]=[N-:22])[O:7][C@H:6]([CH2:8][OH:9])[C@@H:4]([OH:5])[C@@H:2]1[OH:3] |f:1.2|. Reported procedure: A solution of 4 (170 mg, 0.63 mmol) in DMF (5 ml) was treated with lithium azide (270 mg, 5.52 mmol) and stirred for two days at room temperature. The solvent was evaporated under reduced pressure at 40° C. and the crude oil was recrystallizd from MeOH to obtain pure 5 (67 mg, 38.4%): mp 185-190° C. (dec.); UVλmax (water) pH 2: 205.0 (15,506), 287.0 (6,496); pH 7: 208.5 nm (12,943), 287.5 nm (6033); pH 11: 222.5 nm (6,730); 1H NMR (DMSO-d6) δ 3.66-3.90 (m, 3H, H-5′, H-4′), 4.16-4.33 (m, 2H, H-2′... The reactants are C(Cl)Cl (DCM), BrC1=C(N=C(S1)C1CCOCC1)C=1C(=C(C=CC1)N(S(=O)(=O)C1=C(C=CC(=C1)F)F)COC)F (N-{3-[5-bromo-2-(tetrahydro-2H-pyran-4-yl)-1,3-thiazol-4-yl]-2-fluorophenyl}-2,5-difluoro-N-(methoxymethyl)benzenesulfonamide), COCCOC.O (DME H2O), C([O-])([O-])=O.[Cs+].[Cs+] (Cesium carbonate), 3-F 4-pyridineboronic acid pinacol ester, C(Cl)Cl (DCM). As a reaction SMILES: Br[C:2]1[S:6][C:5]([CH:7]2[CH2:12][CH2:11][O:10][CH2:9][CH2:8]2)=[N:4][C:3]=1[C:13]1[C:14]([F:34])=[C:15]([N:19]([CH2:31][O:32][CH3:33])[S:20]([C:23]2[CH:28]=[C:27]([F:29])[CH:26]=[CH:25][C:24]=2[F:30])(=[O:22])=[O:21])[CH:16]=[CH:17][CH:18]=1.C(=O)([O-])[O-].[Cs+].[Cs+].C(Cl)Cl.CO[CH2:46][CH2:47]OC.O>C1C=CC(P(C2C=CC=CC=2)[C-]2C=CC=C2)=CC=1.C1C=CC(P(C2C=CC=CC=2)[C-]2C=CC=C2)=CC=1.Cl[Pd]Cl.[Fe+2]>[F:30][C:24]1[CH:25]=[CH:26][C:27]([F:29])=[CH:28][C:23]=1[S:20]([N:19]([C:15]1[CH:16]=[CH:17][CH:18]=[C:13]([C:3]2[N:4]=[C:5]([CH:7]3[CH2:12][CH2:11][O:10][CH2:9][CH2:8]3)[S:6][C:2]=2[C:47]2[CH:46]=[CH:31][N:19]=[CH:15][C:14]=2[F:34])[C:14]=1[F:34])[CH2:31][O:32][CH3:33])(=[O:22])=[O:21] |f:1.2.3,5.6,7.8.9.10|. Procedure details: N-{3-[5-bromo-2-(tetrahydro-2H-pyran-4-yl)-1,3-thiazol-4-yl]-2-fluorophenyl}-2,5-difluoro-N-(methoxymethyl)benzenesulfonamide (105 mg, 0.182 mmol) was dissolved in a microwave tube in a 9:1 DME/H2O mixture (2.2 mL) and argon was bubbled through the solution for 5 min. Cesium carbonate (148 mg, 0.454 mmol, 2.5 eq) was added, followed by 3-F-4-pyridineboronic acid pinacol ester (82 mg, 0.368 mmol, 2 eq) and Pd(dppf)Cl2.DCM (15 mg, 0.018 mmol, 0.1 eq) and the mixture was irradiated in the microwave... The product is FC1=C(C=C(C=C1)F)S(=O)(=O)N(COC)C1=C(C(=CC=C1)C=1N=C(SC1C1=C(C=NC=C1)F)C1CCOCC1)F (2,5-difluoro-N-{2-fluoro-3-[5-(3-fluoropyridin-4-yl)-2-(tetrahydro-2H-pyran-4-yl)-1,3-thiazol-4-yl]phenyl}-N-(methoxymethyl)benzenesulfonamide). Conditions: time 30 minute. Reagents/catalysts: C1=CC=C(C=C1)P([C-]2C=CC=C2)C3=CC=CC=C3.C1=CC=C(C=C1)P([C-]2C=CC=C2)C3=CC=CC=C3.Cl[Pd]Cl.[Fe+2] (Pd(dppf)Cl2), C1=CC=C(C=C1)P([C-]2C=CC=C2)C3=CC=CC=C3.C1=CC=C(C=C1)P([C-]2C=CC=C2)C3=CC=CC=C3.Cl[Pd]Cl.[Fe+2] (Pd(dppf)Cl2). Reactants: CC1=CC(=NO1)CCC(=O)OC (methyl 5-methyl-3-isoxazolepropanoate), O (water), [H-].[Al+3].[Li+].[H-].[H-].[H-] (lithium aluminum hydride). The solvent is O1CCCC1 (tetrahydrofuran), O1CCCC1 (tetrahydrofuran), O1CCCC1 (tetrahydrofuran). Yields the product CC1=CC(=NO1)CCCO (5-methyl-3-(3-hydroxypropyl)isoxazole). The yield is 81.4%. Reaction SMILES: [H-].[Al+3].[Li+].[H-].[H-].[H-].[CH3:7][C:8]1[O:12][N:11]=[C:10]([CH2:13][CH2:14][C:15](OC)=[O:16])[CH:9]=1.O>O1CCCC1>[CH3:7][C:8]1[O:12][N:11]=[C:10]([CH2:13][CH2:14][CH2:15][OH:16])[CH:9]=1 |f:0.1.2.3.4.5|. Procedure details: To a suspension of 7.6 g of lithium aluminum hydride in 250 ml of tetrahydrofuran was added a solution of 64.9 g of methyl 5-methyl-3-isoxazolepropanoate in 100 ml of tetrahydrofuran. The reaction mixture was stirred at reflux for three hours, then cooled and 15.2 ml of water in 30 ml of tetrahydrofuran added. The mixture was filtered and the filtrate concentrated in vacuo. The residue was distilled to give 44.1 g of 5-methyl-3-(3-hydroxypropyl)isoxazole, b.p. 84°-85° C. (0.1 mm). The reactants are C(CCCCCCCCCCCCCCC)OC(=O)C=1C=C(C=C(C1)C(=O)OCCCCCCCCCCCCCCCC)S(=O)(=O)Cl (3,5-dihexadecyloxycarbonylbenzenesulfonyl chloride), O (water), Cl (HCl), white solid. The reagents and catalysts are [Zn] (zinc). The solvent is C(Cl)(Cl)Cl (chloroform). Run at time 30 minute. Yields the product C(CCCCCCCCCCCCCCC)OC(=O)C=1C=C(C=C(C1)C(=O)OCCCCCCCCCCCCCCCC)S(=O)(=O)O (3,5-dihexadecyloxycarbonylbenzenesulfonic acid). Reaction SMILES: [OH2:1].Cl.[CH2:3]([O:19][C:20]([C:22]1[CH:23]=[C:24]([S:47](Cl)(=[O:49])=[O:48])[CH:25]=[C:26]([C:28]([O:30][CH2:31][CH2:32][CH2:33][CH2:34][CH2:35][CH2:36][CH2:37][CH2:38][CH2:39][CH2:40][CH2:41][CH2:42][CH2:43][CH2:44][CH2:45][CH3:46])=[O:29])[CH:27]=1)=[O:21])[CH2:4][CH2:5][CH2:6][CH2:7][CH2:8][CH2:9][CH2:10][CH2:11][CH2:12][CH2:13][CH2:14][CH2:15][CH2:16][CH2:17][CH3:18]>[Zn].C(Cl)(Cl)Cl>[CH2:3]([O:19][C:20]([C:22]1[CH:23]=[C:24]([S:47]([OH:49])(=[O:1])=[O:48])[CH:25]=[C:26]([C:28]([O:30][CH2:31][CH2:32][CH2:33][CH2:34][CH2:35][CH2:36][CH2:37][CH2:38][CH2:39][CH2:40][CH2:41][CH2:42][CH2:43][CH2:44][CH2:45][CH3:46])=[O:29])[CH:27]=1)=[O:21])[CH2:4][CH2:5][CH2:6][CH2:7][CH2:8][CH2:9][CH2:10][CH2:11][CH2:12][CH2:13][CH2:14][CH2:15][CH2:16][CH2:17][CH3:18]. Procedure details: 87 ml of water and 18.2 ml (0.218 mol) of 12N-HCl were added to the solution of 87 ml of chloroform and 8.65 g (0.0121 mol) of the white solid containing 3,5-dihexadecyloxycarbonylbenzenesulfonyl chloride, and then 7.93 g of zinc was added thereto at 5° C. followed by stirring for 4 hours and 30 minutes. After the insoluble component was removed therefrom, the solution was extracted with 100 ml of chloroform, washed with saturated brine, and dried with Glauber's salt. After removing Glauber's sa... Isolated yield 73.0%. As a reaction SMILES: [Cl:1][C:2]1[CH:25]=[CH:24][C:23]([Cl:26])=[CH:22][C:3]=1[CH2:4][N:5]1[C:17]2[CH:16]=[N:15][C:14]([C:18]([NH:20][NH2:21])=[O:19])=[CH:13][C:12]=2[C:11]2[C:6]1=[CH:7][CH:8]=[CH:9][CH:10]=2.[C:27]([C:30]1[CH:38]=[CH:37][C:33]([C:34]([OH:36])=[O:35])=[CH:32][CH:31]=1)(=O)[CH3:28].CS(C)=O>C(O)(=O)C.C(OCC)(=O)C>[Cl:1][C:2]1[CH:25]=[CH:24][C:23]([Cl:26])=[CH:22][C:3]=1[CH2:4][N:5]1[C:17]2[CH:16]=[N:15][C:14]([C:18]([NH:20][N:21]=[C:27]([C:30]3[CH:38]=[CH:37][C:33]([C:34]([OH:36])=[O:35])=[CH:32][CH:31]=3)[CH3:28])=[O:19])=[CH:13][C:12]=2[C:11]2[C:6]1=[CH:7][CH:8]=[CH:9][CH:10]=2. Solvent: C(C)(=O)OCC (Ethyl acetate). Reported procedure: A mixture of 9-(2,5-dichlorobenzyl)-9H-β-carboline-3-carbohydrazide (100 mg, 0.25 mmole), 4-acetyl benzoic acid (50 mg, 0.3 mmole), DMSO (5 mL), and one drop of glacial acetic acid was stirred at room temperature for 12 hours. Ethyl acetate (50 ml) was added to the flask. The mixture was extracted with water and brine. The product crystallized from the organic phase was filtered, affording 97 mg (73%) of the title compound. 1H NMR (DMSO-d6) δ9.0 (s, 2H), 8.5 (d, 1H), 8.25 (s, 1H), 8.0-7.9 (m, 4H... Starting materials: ClC1=C(CN2C3=CC=CC=C3C=3C=C(N=CC23)C(=O)NN)C=C(C=C1)Cl (9-(2,5-dichlorobenzyl)-9H-β-carboline-3-carbohydrazide), C(C)(=O)C1=CC=C(C(=O)O)C=C1 (4-acetyl benzoic acid), CS(=O)C (DMSO). Reagents/catalysts: C(C)(=O)O (acetic acid). Product: ClC1=C(CN2C3=CC=CC=C3C=3C=C(N=CC23)C(=O)NN=C(C)C2=CC=C(C(=O)O)C=C2)C=C(C=C1)Cl (4-[1-(2-{[9-(2,5-dichlorobenzyl)-9H-β-carboline-3-yl]carbonyl}hydrazono)-ethyl]benzoic acid). Run at time 12 hour.